This data is from the Open Reaction Database (ORD), a public repository of structured organic reaction records. The task is: describe an organic reaction: reactants, conditions, products, and yield The reactants are CCOC(=O)C=Cc1cccc([Se]c2ccc3c(c2)C(C)(C)CC=C3c2ccc(C)cc2)c1, [Li+], [OH-], O. The product is Cc1ccc(C2=CCC(C)(C)c3cc([Se]c4cccc(C=CC(=O)O)c4)ccc32)cc1. RXN SMILES: [CH3:1][C:2]1([CH3:33])[CH2:3][CH:4]=[C:5]([c:26]2[cH:27][cH:28][c:29]([CH3:32])[cH:30][cH:31]2)[c:6]2[cH:7][cH:8][c:9]([Se:12][c:13]3[cH:14][c:15]([CH:19]=[CH:20][C:21](=[O:22])[O:23][CH2:24][CH3:25])[cH:16][cH:17][cH:18]3)[cH:10][c:11]21.[Li+:36].[OH-:35].[OH2:34]>>[CH3:1][C:2]1([CH3:33])[CH2:3][CH:4]=[C:5]([c:26]2[cH:27][cH:28][c:29]([CH3:32])[cH:30][cH:31]2)[c:6]2[cH:7][cH:8][c:9]([Se:12][c:13]3[cH:14][c:15]([CH:19]=[CH:20][C:21](=[O:22])[OH:23])[cH:16][cH:17][cH:18]3)[cH:10][c:11]21. Starting materials: C=CCC1CCC2CN(C(=O)OCc3ccccc3)C(C)C(=O)N12, CC(C)=O, [Na], O. Yields the product CC1C(=O)N2C(CC=O)CCC2CN1C(=O)OCc1ccccc1. Reaction SMILES: [CH2:2]([c:3]1[cH:4][cH:5][cH:6][cH:7][cH:8]1)[O:9][C:10](=[O:11])[N:12]1[CH2:13][CH:14]2[N:15]([C:16](=[O:19])[CH:17]1[CH3:18])[CH:20]([CH2:23][CH:24]=[CH2:25])[CH2:21][CH2:22]2.[CH3:26][C:27]([CH3:28])=[O:29].[Na:1].[OH2:30]>>[CH2:2]([c:3]1[cH:4][cH:5][cH:6][cH:7][cH:8]1)[O:9][C:10](=[O:11])[N:12]1[CH2:13][CH:14]2[N:15]([C:16](=[O:19])[CH:17]1[CH3:18])[CH:20]([CH2:23][CH:24]=[O:29])[CH2:21][CH2:22]2. Reactants: C(CC)[C@@H]1CC[C@H](CC1)C1=CC=C(C=O)C=C1 (4-(trans-4-n-propylcyclohexyl)benzaldehyde), C1(=CC=CC=C1)P(C1=CC=CC=C1)C1=CC=CC=C1 (triphenylphosphine), ClC(C(=O)[O-])(F)F.[Na+] (sodium chlorodifluoroacetate). Solvent: COCCOCCOC (diethylene glycol dimethyl ether), COCCOCCOC (diethylene glycol dimethyl ether). Yields the product C(CC)[C@@H]1CC[C@H](CC1)C1=CC=C(C=C1)C=C(F)F (trans-4-propyl-[4-(2,2-difluoro-1-ethenyl)phenyl]cyclohexane). Yield: 36.4%. Reaction SMILES: [CH2:1]([C@H:4]1[CH2:9][CH2:8][C@H:7]([C:10]2[CH:17]=[CH:16][C:13]([CH:14]=O)=[CH:12][CH:11]=2)[CH2:6][CH2:5]1)[CH2:2][CH3:3].C1(P(C2C=CC=CC=2)C2C=CC=CC=2)C=CC=CC=1.Cl[C:38]([F:43])([F:42])C([O-])=O.[Na+]>COCCOCCOC>[CH2:1]([C@H:4]1[CH2:9][CH2:8][C@H:7]([C:10]2[CH:17]=[CH:16][C:13]([CH:14]=[C:38]([F:43])[F:42])=[CH:12][CH:11]=2)[CH2:6][CH2:5]1)[CH2:2][CH3:3] |f:2.3|. Procedure: While 4-(trans-4-n-propylcyclohexyl)benzaldehyde (25 g, 0.11 mol), triphenylphosphine (31 g, 0.12 mol) and diethylene glycol dimethyl ether (25 ml) were heated at 160° C. in nitrogen gas current with stirring, a solution of sodium chlorodifluoroacetate (25 g, 0.16 mol) in diethylene glycol dimethyl ether (70 ml) at 70° C. was dropwise added to the above solution over 2 hours, followed by cooling the resulting solution, filtering it by suction, concentrating the filtrate under reduced pressure, d... Reactants: O([Si](C)(C)C(C)(C)C)[C@@H]1C[C@H](N(C1)C(=O)OC(C)(C)C)C=CC(=O)OCC (Ethyl 3-[(2S,4R)-4-tert-butyldimethylsiloxy-N-tert-butoxycarbonylpyrrolidin-2-yl]acrylate). The reagents and catalysts are [C].[Pd] (palladium carbon). Run in C(C)O (ethanol). The product is O([Si](C)(C)C(C)(C)C)[C@@H]1C[C@H](N(C1)C(=O)OC(C)(C)C)CCC(=O)OCC (ethyl 3-[(2R,4R)-4-tert-butyldimethylsiloxy-N-tert-butoxycarbonylpyrrolidin-2-yl]propionate). Yield: 92.1%. RXN SMILES: [O:1]([C@H:9]1[CH2:13][N:12]([C:14]([O:16][C:17]([CH3:20])([CH3:19])[CH3:18])=[O:15])[C@H:11]([CH:21]=[CH:22][C:23]([O:25][CH2:26][CH3:27])=[O:24])[CH2:10]1)[Si:2]([C:5]([CH3:8])([CH3:7])[CH3:6])([CH3:4])[CH3:3]>C(O)C.[C].[Pd]>[O:1]([C@H:9]1[CH2:13][N:12]([C:14]([O:16][C:17]([CH3:18])([CH3:19])[CH3:20])=[O:15])[C@H:11]([CH2:21][CH2:22][C:23]([O:25][CH2:26][CH3:27])=[O:24])[CH2:10]1)[Si:2]([C:5]([CH3:8])([CH3:7])[CH3:6])([CH3:4])[CH3:3] |f:2.3|. Procedure details: Ethyl 3-[(2S,4R)-4-tert-butyldimethylsiloxy-N-tert-butoxycarbonylpyrrolidin-2-yl]acrylate (10 g, 26.8 mmol) was subjected to catalytic hydrogenation in ethanol (200 ml) by means of 10% palladium carbon (500 mg) at 60° C. for 3 hours. The reaction solution was left to cool, and the catalyst was filtered off. The filtrate was concentrated under reduced pressure, and the residue was subjected to silica gel column chromatography (Wakogel™ C-300, 300 ml, ethyl acetate-hexane 1:10) to obtain ethyl 3-[... Reactants: I(=O)(=O)(=O)[O-].[Na+] (sodium periodate), CC1(C=2C=CC(=CC2C(CC1)(C)C)SCC1=CC=C(C=C1)C(=O)O)C (4-Carboxybenzyl 5,6,7,8-tetrahydro-5,5,8,8-tetramethyl-2-naphthyl thioether), Cl (hydrochloric acid). The solvent is O (water), C(C)O (ethanol), CN(C=O)C (dimethylformamide), O (water). Reaction conditions: time 8 hour. The product is CC1(C=2C=CC(=CC2C(CC1)(C)C)S(=O)CC1=CC=C(C=C1)C(=O)O)C (4-Carboxybenzyl 5,6,7,-8-tetrahydro-5,5,8,8-tetramethyl-2-naphthyl sulfoxide). The yield is 39.6%. Reaction SMILES: I([O-])(=O)(=O)=[O:2].[Na+].[CH3:7][C:8]1([CH3:31])[CH2:17][CH2:16][C:15]([CH3:19])([CH3:18])[C:14]2[CH:13]=[C:12]([S:20][CH2:21][C:22]3[CH:27]=[CH:26][C:25]([C:28]([OH:30])=[O:29])=[CH:24][CH:23]=3)[CH:11]=[CH:10][C:9]1=2.Cl>O.C(O)C.CN(C)C=O>[CH3:7][C:8]1([CH3:31])[CH2:17][CH2:16][C:15]([CH3:18])([CH3:19])[C:14]2[CH:13]=[C:12]([S:20]([CH2:21][C:22]3[CH:23]=[CH:24][C:25]([C:28]([OH:30])=[O:29])=[CH:26][CH:27]=3)=[O:2])[CH:11]=[CH:10][C:9]1=2 |f:0.1|. Procedure: A solution of 3.4 g (16 mmol) of sodium periodate in 30 ml of water was added dropwise to 5.3 g (15 mmol) of the thioether from Example 10 in a mixture of 150 ml of ethanol and 40 ml of dimethylformamide at 0° C., and the mixture was then stirred at the same temperature for 2 hours and at room temperature overnight. The reaction solution was then poured into water, the pH was adjusted to 5 with 2N hydrochloric acid, the mixture was extracted with dichloromethane, and the organic extracts were wa... Starting materials: FC(C(=O)O)(F)F (trifluoroacetic acid), [NH4+].[OH-] (NH4OH), [N-]=C=O.[K+] (potassium isocyanate), NC1=CC=C2CCC(C2=C1)CN1CCC(CC1)C1=CC=C(C=C1)F (1-(6-aminoindan-1-ylmethyl)-4-(4-fluorophenyl)piperidine), NC1=CC=C2CCC(C2=C1)CN1CCC(CC1)C1=CC=C(C=C1)F (1-(6-Aminoindan-1-ylmethyl)-4-(4-fluorophenyl)piperidine). The solvent is ClCCl (dichloromethane), ClCCl (dichloromethane), ClCCl (dichloromethane). Conditions: temperature 5 celsius, time 3 hour. Product: NC(=O)NC1=CC=C2CCC(C2=C1)CN1CCC(CC1)C1=CC=C(C=C1)F (1-(6-Aminocarbonylaminoindan-1-ylmethyl)-4-(4-fluorophenyl)piperidine). As a reaction SMILES: [N-:1]=[C:2]=[O:3].[K+].FC(F)(F)C(O)=O.[NH2:12][C:13]1[CH:21]=[C:20]2[C:16]([CH2:17][CH2:18][CH:19]2[CH2:22][N:23]2[CH2:28][CH2:27][CH:26]([C:29]3[CH:34]=[CH:33][C:32]([F:35])=[CH:31][CH:30]=3)[CH2:25][CH2:24]2)=[CH:15][CH:14]=1.[NH4+].[OH-]>ClCCl>[NH2:1][C:2]([NH:12][C:13]1[CH:21]=[C:20]2[C:16]([CH2:17][CH2:18][CH:19]2[CH2:22][N:23]2[CH2:28][CH2:27][CH:26]([C:29]3[CH:30]=[CH:31][C:32]([F:35])=[CH:33][CH:34]=3)[CH2:25][CH2:24]2)=[CH:15][CH:14]=1)=[O:3] |f:0.1,4.5|. Reported procedure: A solution of potassium isocyanate (1.5 g) dissolved in dichloromethane (20 ml) was cooled to 5° C. and a solution of trifluoroacetic acid (1.9 g) in dichloromethane (20 ml) was added dropwise. To the resulting mixture was added dropwise a solution of 1-(6-aminoindan-1-ylmethyl)-4-(4-fluorophenyl)piperidine, 2a (3 g) in dichloromethane (10 ml). The temperature was allowed to raise to room temperature. After stirring for another 3 hours the mixture was poured on ice (500 g) and diluted aqueous NH...